Dataset: the Open Reaction Database (ORD), a public repository of structured organic reaction records. Task: describe an organic reaction: reactants, conditions, products, and yield The reactants are BrC1=C(C=O)C=C(C=C1)OC (2-bromo-5-methoxy-benzaldehyde), FC(OC1=CC=C(C=C1)B(O)O)(F)F (4-trifluoromethoxyphenylboronic acid), FC(OC1=CC=C(C=C1)Br)(F)F (4-trifluoromethoxy-bromobenzene). Product: C(=O)C1=C(C=CC(=C1)OCCC)C1=CC=C(C=C1)OC(F)(F)F (2-formyl-4-propyloxy-4′-trifluoromethoxy-biphenyl). As a reaction SMILES: Br[C:2]1[CH:9]=[CH:8][C:7]([O:10][CH3:11])=[CH:6][C:3]=1[CH:4]=[O:5].[F:12][C:13]([F:25])([F:24])[O:14][C:15]1[CH:20]=[CH:19][C:18](B(O)O)=[CH:17][CH:16]=1.FC(F)(F)O[C:29]1C=CC(Br)=C[CH:30]=1>>[CH:4]([C:3]1[CH:6]=[C:7]([O:10][CH2:11][CH2:29][CH3:30])[CH:8]=[CH:9][C:2]=1[C:18]1[CH:19]=[CH:20][C:15]([O:14][C:13]([F:25])([F:24])[F:12])=[CH:16][CH:17]=1)=[O:5]. Procedure: Similarly to the method described by Kumar, S., J.Org.Chem. 62, 8535 (1997), 2-bromo-5-methoxy-benzaldehyde (for preparation see Ex. 1) and 4-trifluoromethoxyphenylboronic acid {prepared in a conventional manner from 4-trifluoromethoxy-bromobenzene [407-14-7]} are reacted to give 2-formyl-4-propyloxy-4′-trifluoromethoxy-biphenyl. Similarly to the method described in the same reference, this compound is reacted with trimethylsulfonium iodide under phase transfer conditions to give the correspondi... Starting materials: NC(CCC(=O)OC)C1=C(C=CC=C1OC)OC (methyl 4-amino-4-(2,6-dimethoxyphenyl)butanoate), N1(CCCCC1)C1=CC=CC(=N1)C=O (6-(piperidin-1-yl)picolinaldehyde). The product is COC1=C(C(=CC=C1)OC)C1CCC(N1CC1=NC(=CC=C1)N1CCCCC1)=O (5-(2,6-dimethoxyphenyl)-1-((6-(piperidin-1-yl)pyridin-2-yl)methyl)pyrrolidin-2-one). RXN SMILES: [NH2:1][CH:2]([C:9]1[C:14]([O:15][CH3:16])=[CH:13][CH:12]=[CH:11][C:10]=1[O:17][CH3:18])[CH2:3][CH2:4][C:5]([O:7]C)=O.[N:19]1([C:25]2[N:30]=[C:29]([CH:31]=O)[CH:28]=[CH:27][CH:26]=2)[CH2:24][CH2:23][CH2:22][CH2:21][CH2:20]1>>[CH3:18][O:17][C:10]1[CH:11]=[CH:12][CH:13]=[C:14]([O:15][CH3:16])[C:9]=1[CH:2]1[N:1]([CH2:31][C:29]2[CH:28]=[CH:27][CH:26]=[C:25]([N:19]3[CH2:24][CH2:23][CH2:22][CH2:21][CH2:20]3)[N:30]=2)[C:5](=[O:7])[CH2:4][CH2:3]1. Reported procedure: Prepared according to the described general procedure 2 (GP2) by reaction of methyl 4-amino-4-(2,6-dimethoxyphenyl)butanoate with commercially available 6-(piperidin-1-yl)picolinaldehyde. Subsequent purification by preparative HPLC afforded the target compound. LC-MS (conditions A): tR=0.61 min.; [M+H]+: 396.00 g/mol. Starting materials: C(#N)[C@@](C(=O)O)([C@@H](C1=CC=CC2=CC=CC=C12)C1=C(C=CC=C1)OC)C ((S,S)2-cyano-3-(2-methoxy-phenyl)-2-methyl-3-naphthalen-1-yl-propionic acid), TEA, C(C(=O)Cl)(=O)Cl (Oxalyl chloride), COC=1C=C(C=C(C1)OC)N1CCNCC1 (1-(3,5-dimethoxy-phenyl)-piperazine). The reagents and catalysts are CN(C)C=O (DMF), CN(C)C=1C=CN=CC1 (DMAP). Solvent: C1CCOC1 (THF), ClCCl (dichloromethane), ClCCl (dichloromethane). Conditions: time 8 hour. Yields the product COC=1C=C(C=C(C1)OC)N1CCN(CC1)C([C@@](C#N)(C)[C@@H](C1=CC=CC2=CC=CC=C12)C1=C(C=CC=C1)OC)=O ((S)-3-[4-(3,5-dimethoxyphenyl)piperazin-1-yl]-2-[(S)-(2-methoxyphenyl)(1-naphthyl)methyl]-2-methyl-3-oxopropanenitrile). The yield is 71.4%. RXN SMILES: [C:1]([C@:3]([CH3:26])([C@H:7]([C:18]1[CH:23]=[CH:22][CH:21]=[CH:20][C:19]=1[O:24][CH3:25])[C:8]1[C:17]2[C:12](=[CH:13][CH:14]=[CH:15][CH:16]=2)[CH:11]=[CH:10][CH:9]=1)[C:4](O)=[O:5])#[N:2].C(Cl)(=O)C(Cl)=O.[CH3:33][O:34][C:35]1[CH:36]=[C:37]([N:43]2[CH2:48][CH2:47][NH:46][CH2:45][CH2:44]2)[CH:38]=[C:39]([O:41][CH3:42])[CH:40]=1>C1COCC1.CN(C=O)C.CN(C1C=CN=CC=1)C.ClCCl>[CH3:33][O:34][C:35]1[CH:36]=[C:37]([N:43]2[CH2:44][CH2:45][N:46]([C:4](=[O:5])[C@:3]([C@H:7]([C:18]3[CH:23]=[CH:22][CH:21]=[CH:20][C:19]=3[O:24][CH3:25])[C:8]3[C:17]4[C:12](=[CH:13][CH:14]=[CH:15][CH:16]=4)[CH:11]=[CH:10][CH:9]=3)([CH3:26])[C:1]#[N:2])[CH2:47][CH2:48]2)[CH:38]=[C:39]([O:41][CH3:42])[CH:40]=1. Procedure details: A solution of (S,S)2-cyano-3-(2-methoxy-phenyl)-2-methyl-3-naphthalen-1-yl-propionic acid (0.45 g, 1.30 mmol) in THF (150 mL) is treated with DMF (2 drops). Oxalyl chloride (0.16 mL, 1.84 mmol) is added dropwise in order to control gas evolution; when the gas evolution stopped the solution is heated to reflux for 5 minutes. The solution is cooled, the THF is evaporated in vacuo and the solid is dissolved in dry toluene (15 mL) and evaporated to a solid. This procedure is repeated twice. The acid... Reactants: C[O-].[Na+] (sodium methoxide), [N+](=O)([O-])NC(=N)N (nitroguanidine), C(=O)C(C(=O)OCC)CC1=CC(=CC=C1)OC (Ethyl 2-formyl-3-(3-methoxyphenyl)propionate). Solvent: CO (methanol). The product is [N+](=O)([O-])NC1=NC=C(C(N1)=O)CC1=CC(=CC=C1)OC (2-nitroamino-5-(3-methoxybenzyl)-4-pyrimidone). The yield is 29.2%. RXN SMILES: [CH:1]([CH:3]([CH2:9][C:10]1[CH:15]=[CH:14][CH:13]=[C:12]([O:16][CH3:17])[CH:11]=1)[C:4](OCC)=O)=[O:2].C[O-].[Na+].[N+:21]([NH:24][C:25]([NH2:27])=[NH:26])([O-:23])=[O:22]>CO>[N+:21]([NH:24][C:25]1[NH:27][C:1](=[O:2])[C:3]([CH2:9][C:10]2[CH:15]=[CH:14][CH:13]=[C:12]([O:16][CH3:17])[CH:11]=2)=[CH:4][N:26]=1)([O-:23])=[O:22] |f:1.2|. Procedure details: Ethyl 2-formyl-3-(3-methoxyphenyl)propionate (10 g) was added dropwise to a stirred and boiling mixture of sodium methoxide (from 1.15 g sodium) and nitroguanidine (25% wet, 5.5 g) in methanol (250 ml) and the mixture was heated under reflux for 20 hours and evaporated to dryness. The residue was dissolved in water (100 ml), the solution was extracted with ether and the aqueous phase was adjusted to pH 4: the solid which separated was recrystallised from ethanol to give 2-nitroamino-5-(3-methoxy... Reactants: ClC1=CC=C(C=C1)C1=C(C=C(N1)C(=O)OC)SC(F)(F)F (methyl 5-(p-chlorophenyl)-4-[(trifluoromethyl)thio]pyrrole-2-carboxylate), [OH-].[Na+] (sodium hydroxide). Solvent: CO.O (methanol water). Conditions: temperature 60 celsius, time 3 hour. Yields the product ClC1=CC=C(C=C1)C1=C(C=C(N1)C(=O)O)SC(F)(F)F (5-(p-Chlorophenyl)-4-[(trifluoromethyl)thio]pyrrole-2-carboxylic acid). The yield is 106.0%. Reaction SMILES: [Cl:1][C:2]1[CH:7]=[CH:6][C:5]([C:8]2[NH:12][C:11]([C:13]([O:15]C)=[O:14])=[CH:10][C:9]=2[S:17][C:18]([F:21])([F:20])[F:19])=[CH:4][CH:3]=1.[OH-].[Na+]>CO.O>[Cl:1][C:2]1[CH:7]=[CH:6][C:5]([C:8]2[NH:12][C:11]([C:13]([OH:15])=[O:14])=[CH:10][C:9]=2[S:17][C:18]([F:20])([F:19])[F:21])=[CH:4][CH:3]=1 |f:1.2,3.4|. Procedure details: A mixture of methyl 5-(p-chlorophenyl)-4-[(trifluoromethyl)thio]pyrrole-2-carboxylate (4.89 g, 0.0146 mol) and sodium hydroxide (1.75 g, 0.0437 mol) in a 2:1 methanol/water solution (150 mL) is warmed to 60° C., stirred for three hours, cooled to room temperature with stirring overnight and concentrated in vacuo to remove most of the methanol. The resulting aqueous solution is treated with 10% hydrochloric acid and a white precipitate forms. Ethyl acetate is added and the organic phase is separa... The reactants are C1(CCCC1)SC=1C=C(C(=O)O)C=CC1OC (3-cyclopentylthio-4-methoxybenzoic acid), C(C(=O)Cl)(=O)Cl (oxalyl chloride). Run in ClCCl (dichloromethane). Run at time 2 hour. Yields the product C1(CCCC1)SC=1C=C(C(=O)Cl)C=CC1OC (3-cyclopentylthio-4-methoxybenzoyl chloride). RXN SMILES: [CH:1]1([S:6][C:7]2[CH:8]=[C:9]([CH:13]=[CH:14][C:15]=2[O:16][CH3:17])[C:10](O)=[O:11])[CH2:5][CH2:4][CH2:3][CH2:2]1.C(Cl)(=O)C([Cl:21])=O>ClCCl>[CH:1]1([S:6][C:7]2[CH:8]=[C:9]([CH:13]=[CH:14][C:15]=2[O:16][CH3:17])[C:10]([Cl:21])=[O:11])[CH2:5][CH2:4][CH2:3][CH2:2]1. Reported procedure: A solution of 3-cyclopentylthio-4-methoxybenzoic acid (9 g; that is prepared as described in Reference Example 46) in dry dichloromethane (90 mL) under nitrogen is treated with oxalyl chloride (6.2 mL). After stirring at room temperature for 2 hours, the mixture is evaporated and dried under high vacuum, to give 3-cyclopentylthio-4-methoxybenzoyl chloride. The reactants are [BH3-]C#N, Nc1ccc(F)cc1, [Na+], O=C1CCN(c2ncccc2-c2ccc(CN3CCN(C(=O)OCc4ccccc4)CC3)cn2)CC1. The product is O=C(OCc1ccccc1)N1CCN(Cc2ccc(-c3cccnc3N3CCC(Nc4ccc(F)cc4)CC3)nc2)CC1. RXN SMILES: [C:45]([BH3-:46])#[N:47].[NH2:37][c:38]1[cH:39][cH:40][c:41]([F:42])[cH:43][cH:44]1.[Na+:48].[O:1]=[C:2]1[CH2:3][CH2:4][N:5]([c:8]2[n:9][cH:10][cH:11][cH:12][c:13]2-[c:14]2[n:15][cH:16][c:17]([CH2:20][N:21]3[CH2:22][CH2:23][N:24]([C:27](=[O:28])[O:29][CH2:30][c:31]4[cH:32][cH:33][cH:34][cH:35][cH:36]4)[CH2:25][CH2:26]3)[cH:18][cH:19]2)[CH2:6][CH2:7]1>>[CH:2]1([NH:37][c:38]2[cH:39][cH:40][c:41]([F:42])[cH:43][cH:44]2)[CH2:3][CH2:4][N:5]([c:8]2[n:9][cH:10][cH:11][cH:12][c:13]2-[c:14]2[n:15][cH:16][c:17]([CH2:20][N:21]3[CH2:22][CH2:23][N:24]([C:27](=[O:28])[O:29][CH2:30][c:31]4[cH:32][cH:33][cH:34][cH:35][cH:36]4)[CH2:25][CH2:26]3)[cH:18][cH:19]2)[CH2:6][CH2:7]1. Starting materials: [OH-].[Na+] (sodium hydroxide), FC(OC=1C(=C(C(=O)OCC)C=C(C1F)F)F)F (ethyl 3-difluoromethoxy-2,4,5-trifluorobenzoate), ( XXVI ), Cl (hydrochloric acid). Run in C(C)O (ethanol). Reaction conditions: time 8 hour. The product is FC(OC=1C(=C(C(=O)O)C=C(C1F)F)F)F (3-difluoromethoxy-2,4,5-trifluorobenzoic acid). Yield: 102.7%. RXN SMILES: [OH-].[Na+].[F:3][CH:4]([F:20])[O:5][C:6]1[C:7]([F:19])=[C:8]([CH:14]=[C:15]([F:18])[C:16]=1[F:17])[C:9]([O:11]CC)=[O:10].Cl>C(O)C>[F:20][CH:4]([F:3])[O:5][C:6]1[C:7]([F:19])=[C:8]([CH:14]=[C:15]([F:18])[C:16]=1[F:17])[C:9]([OH:11])=[O:10] |f:0.1|. Reported procedure: 20 ml of a 6% w/v aqueous solution of sodium hydroxide were added to a solution of 5.79 g (0.021 moles) of ethyl 3-difluoromethoxy-2,4,5-trifluorobenzoate [(XXVI), X=X'=F, R16 =C2H5O] [prepared as described in step (b) above] in 40 ml of ethanol, and the mixture was left at room temperature overnight. The reaction mixture was then acidified by the addition of 3.5 ml of concentrated aqueous hydrochloric acid, and, after concentration by evaporation under reduced pressure, it was extracted with et... As a reaction SMILES: [Br:19][CH2:20][CH2:21][c:22]1[cH:23][cH:24][cH:25][cH:26][cH:27]1.[C:13](=[O:14])([O-:15])[O-:16].[CH3:1][O:2][C:3](=[O:4])[c:5]1[n:6][nH:7][cH:8][c:9]1[N+:10](=[O:11])[O-:12].[CH3:28][N:29]([CH3:30])[CH:31]=[O:32].[Cs+:17].[Cs+:18]>>[CH3:1][O:2][C:3](=[O:4])[c:5]1[n:6][n:7]([CH2:20][CH2:21][c:22]2[cH:23][cH:24][cH:25][cH:26][cH:27]2)[cH:8][c:9]1[N+:10](=[O:11])[O-:12]. Starting materials: BrCCc1ccccc1, O=C([O-])[O-], COC(=O)c1n[nH]cc1[N+](=O)[O-], CN(C)C=O, [Cs+], [Cs+]. Yields the product COC(=O)c1nn(CCc2ccccc2)cc1[N+](=O)[O-]. Reactants: [BH4-], CO, COC(=O)C=Cc1ccc(C=O)cc1, [Na+], O. Product: COC(=O)C=Cc1ccc(CO)cc1. As a reaction SMILES: [BH4-:15].[CH3:18][OH:19].[CH:1](=[O:2])[c:3]1[cH:4][cH:5][c:6]([CH:7]=[CH:8][C:9](=[O:10])[O:11][CH3:12])[cH:13][cH:14]1.[Na+:16].[OH2:17]>>[CH2:1]([OH:2])[c:3]1[cH:4][cH:5][c:6]([CH:7]=[CH:8][C:9](=[O:10])[O:11][CH3:12])[cH:13][cH:14]1.